Dataset: the Open Reaction Database (ORD), a public repository of structured organic reaction records. Task: describe an organic reaction: reactants, conditions, products, and yield Reactants: CO (MeOH), [Li+].[OH-] (LiOH), COC(=O)[C@H]1N(CC=2C=C3C(=CC2C1)OC[C@@H](O3)C3=CC=C(C=C3)OCC3=CC(=C(C=C3)Cl)Cl)[C@@H](CC)C3=CC=CC=C3 ((3S,8S)-3-[4-(3,4-Dichloro-benzyloxy)-phenyl]-7-((S)-1-phenyl-propyl)-2,3,6,7,8,9-hexahydro-[1,4]dioxino[2,3-g]isoquinoline-8-carboxylic acid methyl ester). Solvent: C1CCOC1 (THF). Run at temperature 0 celsius, time 2 hour. Yields the product ClC=1C=C(COC2=CC=C(C=C2)[C@@H]2OC=3C(=CC=4C[C@H](N(CC4C3)[C@@H](CC)C3=CC=CC=C3)C(=O)O)OC2)C=CC1Cl ((3S,8S)-3-[4-(3,4-Dichloro-benzyloxy)-phenyl]-7-((S)-1-phenyl-propyl)-2,3,6,7,8,9-hexahydro-[1,4]dioxino[2,3-g]isoquinoline-8-carboxylic acid). The yield is 96.2%. RXN SMILES: C[O:2][C:3]([C@@H:5]1[CH2:14][C:13]2[CH:12]=[C:11]3[O:15][CH2:16][C@H:17]([C:19]4[CH:24]=[CH:23][C:22]([O:25][CH2:26][C:27]5[CH:32]=[CH:31][C:30]([Cl:33])=[C:29]([Cl:34])[CH:28]=5)=[CH:21][CH:20]=4)[O:18][C:10]3=[CH:9][C:8]=2[CH2:7][N:6]1[C@H:35]([C:38]1[CH:43]=[CH:42][CH:41]=[CH:40][CH:39]=1)[CH2:36][CH3:37])=[O:4].CO.[Li+].[OH-]>C1COCC1>[Cl:34][C:29]1[CH:28]=[C:27]([CH:32]=[CH:31][C:30]=1[Cl:33])[CH2:26][O:25][C:22]1[CH:21]=[CH:20][C:19]([C@H:17]2[CH2:16][O:15][C:11]3=[CH:12][C:13]4[CH2:14][C@@H:5]([C:3]([OH:4])=[O:2])[N:6]([C@H:35]([C:38]5[CH:43]=[CH:42][CH:41]=[CH:40][CH:39]=5)[CH2:36][CH3:37])[CH2:7][C:8]=4[CH:9]=[C:10]3[O:18]2)=[CH:24][CH:23]=1 |f:2.3|. Procedure details: (3S,8S)-3-[4-(3,4-Dichloro-benzyloxy)-phenyl]-7-((S)-1-phenyl-propyl)-2,3,6,7,8,9-hexahydro-[1,4]dioxino[2,3-g]isoquinoline-8-carboxylic acid methyl ester (872 mg) was dissolved in 24 mL THF and 20 mL MeOH and 591 mg LiOH was added. The flask was flushed with nitrogen and placed under a nitrogen balloon and stirred at 0° C. 12 mL water was then added in portions while stirring, then the reaction stirred at rt 15 h. 119 mg LiOH and 6 mL water were added to the reaction and stirring continued for ... Starting materials: C1(CC1)CN(C1=CC(=C(C#N)C=C1)C(F)(F)F)CCOC1=CC=C(C=C1)C=O (4-((cyclopropylmethyl){2-[(4-formylphenyl)oxy]ethyl}amino)-2-(trifluoromethyl)benzonitrile), [BH4-].[Na+] (NaBH4). Run in CO (MeOH). Run at time 15 minute. The product is C1(CC1)CN(C1=CC(=C(C#N)C=C1)C(F)(F)F)CCOC1=CC=C(C=C1)CO (4-[(Cyclopropylmethyl)(2-{[4-(hydroxymethyl)phenyl]oxy}ethyl)amino]-2-(trifluoromethyl)benzonitrile). The yield is 78.7%. RXN SMILES: [CH:1]1([CH2:4][N:5]([CH2:18][CH2:19][O:20][C:21]2[CH:26]=[CH:25][C:24]([CH:27]=[O:28])=[CH:23][CH:22]=2)[C:6]2[CH:13]=[CH:12][C:9]([C:10]#[N:11])=[C:8]([C:14]([F:17])([F:16])[F:15])[CH:7]=2)[CH2:3][CH2:2]1.[BH4-].[Na+]>CO>[CH:1]1([CH2:4][N:5]([CH2:18][CH2:19][O:20][C:21]2[CH:26]=[CH:25][C:24]([CH2:27][OH:28])=[CH:23][CH:22]=2)[C:6]2[CH:13]=[CH:12][C:9]([C:10]#[N:11])=[C:8]([C:14]([F:16])([F:17])[F:15])[CH:7]=2)[CH2:3][CH2:2]1 |f:1.2|. Procedure: To a solution of 4-((cyclopropylmethyl){2-[(4-formylphenyl)oxy]ethyl}amino)-2-(trifluoromethyl)benzonitrile (0.0701 g, 0.181 mmol) in MeOH (1 mL) at 0° C. was added NaBH4 (0.0034 g, 0.090 mmol) in one portion. The mixture was stirred 15 min, quenched by dropwise addition of NH4Cl (sat'd) and poured into water. The whole was extracted with CH2Cl2 (×3), combined organic portions were washed with brine, dried over Na2SO4, filtered, and concentrated in vacuo. The residue was purified by flash chroma... The reactants are C(=O)NC=1SC=C(N1)C(C(=O)O)=NOCCCCC (2-(2-Formamidothiazol-4-yl)-2-pentyloxyiminoacetic acid), NC1[C@@H]2N(C(=CCS2)C(=O)OCC2=CC=C(C=C2)[N+](=O)[O-])C1=O (4-nitrobenzyl 7-amino-3-cephem-4-carboxylate), CN(C=O)C (N,N-dimethylformamide), P(=O)(Cl)(Cl)Cl (phosphoryl chloride). The solvent is O (water), CC(=O)C (acetone), O1CCCC1 (tetrahydrofuran). Yields the product C(=O)NC=1SC=C(N1)C(C(=O)NC1[C@@H]2N(C(=CCS2)C(=O)OCC2=CC=C(C=C2)[N+](=O)[O-])C1=O)=NOCCCCC (4-nitrobenzyl 7-[2-(2-formamidothiazol-4-yl)-2-pentyloxyiminoacetamido]-3-cephem-4-carboxylate). Yield: 100.2%. As a reaction SMILES: [CH:1]([NH:3][C:4]1[S:5][CH:6]=[C:7]([C:9](=[N:13][O:14][CH2:15][CH2:16][CH2:17][CH2:18][CH3:19])[C:10]([OH:12])=O)[N:8]=1)=[O:2].[NH2:20][CH:21]1[C:41](=[O:42])[N:23]2[C:24]([C:28]([O:30][CH2:31][C:32]3[CH:37]=[CH:36][C:35]([N+:38]([O-:40])=[O:39])=[CH:34][CH:33]=3)=[O:29])=[CH:25][CH2:26][S:27][C@H:22]12.CN(C)C=O.P(Cl)(Cl)(Cl)=O>O.CC(C)=O.O1CCCC1>[CH:1]([NH:3][C:4]1[S:5][CH:6]=[C:7]([C:9](=[N:13][O:14][CH2:15][CH2:16][CH2:17][CH2:18][CH3:19])[C:10]([NH:20][CH:21]2[C:41](=[O:42])[N:23]3[C:24]([C:28]([O:30][CH2:31][C:32]4[CH:33]=[CH:34][C:35]([N+:38]([O-:40])=[O:39])=[CH:36][CH:37]=4)=[O:29])=[CH:25][CH2:26][S:27][C@H:22]23)=[O:12])[N:8]=1)=[O:2]. Procedure: 2-(2-Formamidothiazol-4-yl)-2-pentyloxyiminoacetic acid (syn isomer, 4.14 g.), 4-nitrobenzyl 7-amino-3-cephem-4-carboxylate (4.5 g.), N,N-dimethylformamide (1.41 g.), phosphoryl chloride (2.96 g.), tetrahydrofuran (72 ml.), acetone (15 ml.), and water (15 ml.) were treated in a similar manner to that of Example 15-(1) to give 4-nitrobenzyl 7-[2-(2-formamidothiazol-4-yl)-2-pentyloxyiminoacetamido]-3-cephem-4-carboxylate (syn isomer, 8.1 g.). Yields the product CCCCNC(=O)NS(=O)(=O)c1cc(I)ccc1C(=O)OC. Reactants: CCCCN=C=O, Clc1ccccc1, Cl, COC(=O)c1ccc(I)cc1S(N)(=O)=O, [K+], [K+], O=C([O-])[O-], O. As a reaction SMILES: [CH3:22][CH2:23][CH2:24][CH2:25][N:26]=[C:27]=[O:28].[Cl:30][c:31]1[cH:32][cH:33][cH:34][cH:35][cH:36]1.[ClH:29].[I:1][c:2]1[cH:3][c:4]([S:12](=[O:13])(=[O:14])[NH2:15])[c:5]([C:6](=[O:7])[O:8][CH3:9])[cH:10][cH:11]1.[K+:16].[K+:17].[O-:18][C:19]([O-:20])=[O:21].[OH2:37]>>[I:1][c:2]1[cH:3][c:4]([S:12](=[O:13])(=[O:14])[NH:15][C:27]([NH:26][CH2:25][CH2:24][CH2:23][CH3:22])=[O:28])[c:5]([C:6](=[O:7])[O:8][CH3:9])[cH:10][cH:11]1. Starting materials: [OH-].[Na+] (sodium hydroxide), Cl (hydrochloric acid), NC1=CC=C(C=C1)S (4-aminothiphenol), ClCC(=O)[O-].[Na+] (sodium chloroacetate). The solvent is CO (methanol), O (water). Reaction conditions: time 6 hour. Product: NC1=CC=C(C=C1)SCC(=O)O (4-aminophenylsulfanylacetic acid). Isolated yield 86.5%. As a reaction SMILES: [OH-].[Na+].[NH2:3][C:4]1[CH:9]=[CH:8][C:7]([SH:10])=[CH:6][CH:5]=1.Cl[CH2:12][C:13]([O-:15])=[O:14].[Na+].Cl>CO.O>[NH2:3][C:4]1[CH:9]=[CH:8][C:7]([S:10][CH2:12][C:13]([OH:15])=[O:14])=[CH:6][CH:5]=1 |f:0.1,3.4|. Procedure: Into a 500 ml three-necked flask were charged 60 ml of water, 120 ml of methanol and 75 g of sodium hydroxide. 75 g of 4-aminothiphenol and 85 g of sodium chloroacetate were then slowly added to the mixture over an ice bath. Thereafter, the reaction mixture was allowed to cool to room temperature where it was then stirred for 6 hours. After reaction, concentrated hydrochloric acid was added dropwise to the reaction mixture over an ice bath until the pH value of the solution reached 1. As a resul... Starting materials: O (H2O), NC=1C(=C(C=C(C1)[N+](=O)[O-])O)C(C)C (3-amino-2-isopropyl-5-nitrophenol), C(=O)([O-])[O-].[K+].[K+] (K2CO3), C(#N)COS(=O)(=O)C=1C(=CC=CC1)C (toluenesulfonic acid cyanomethyl ester). The solvent is CN(C)C=O (DMF). Run at temperature 50 celsius. Yields the product C(C)(C)C1=C(OCC#N)C=C(C(=C1)OC)[N+](=O)[O-] ((2-isopropyl-4-methoxy-5-nitro-phenoxy)-acetonitrile). Isolated yield 76.1%. RXN SMILES: N[C:2]1[C:3]([CH:12]([CH3:14])[CH3:13])=[C:4]([OH:11])[CH:5]=[C:6]([N+:8]([O-:10])=[O:9])[CH:7]=1.[C:15]([O-:18])([O-])=O.[K+].[K+].[C:21]([CH2:23]OS(C1C(C)=CC=CC=1)(=O)=O)#[N:22].O>CN(C=O)C>[CH:12]([C:3]1[CH:2]=[C:7]([O:18][CH3:15])[C:6]([N+:8]([O-:10])=[O:9])=[CH:5][C:4]=1[O:11][CH2:23][C:21]#[N:22])([CH3:14])[CH3:13] |f:1.2.3|. Procedure: A mixture of 3-amino-2-isopropyl-5-nitrophenol (9.94 g, 47 mmol), K2CO3 (13.00 g, 94 mmol) and toluenesulfonic acid cyanomethyl ester (10.93 g, 52 mmol) in 500 mL DMF was warmed to 50° C. After 16 h the mixture was cooled, poured into 500 mL H2O and extracted with toluene/ethyl acetate (1:1). The combined organics were washed with H2O, washed with brine, filtered and concentrated in vacuo. The crude solid was recrystallized from EtOH to afford (2-isopropyl-4-methoxy-5-nitro-phenoxy)-acetonitrile... Starting materials: COC(=O)C1CC(C)(C)Oc2cc(F)c(C#N)cc21, CN1CCCC1=O, O=C(NCCc1ccc(Cl)cc1)c1ccc(O)cc1, [K+], [K+], O=C([O-])[O-]. The product is COC(=O)C1CC(C)(C)Oc2cc(Oc3ccc(C(=O)NCCc4ccc(Cl)cc4)cc3)c(C#N)cc21. Reaction SMILES: [C:1](#[N:2])[c:3]1[cH:4][c:5]2[c:10]([cH:11][c:12]1[F:13])[O:9][C:8]([CH3:14])([CH3:15])[CH2:7][CH:6]2[C:16](=[O:17])[O:18][CH3:19].[CH3:45][N:46]1[CH2:47][CH2:48][CH2:49][C:50]1=[O:51].[Cl:26][c:27]1[cH:28][cH:29][c:30]([CH2:31][CH2:32][NH:33][C:34]([c:35]2[cH:36][cH:37][c:38]([OH:41])[cH:39][cH:40]2)=[O:42])[cH:43][cH:44]1.[K+:20].[K+:21].[O-:22][C:23]([O-:24])=[O:25]>>[C:1](#[N:2])[c:3]1[cH:4][c:5]2[c:10]([cH:11][c:12]1[O:41][c:38]1[cH:37][cH:36][c:35]([C:34]([NH:33][CH2:32][CH2:31][c:30]3[cH:29][cH:28][c:27]([Cl:26])[cH:44][cH:43]3)=[O:42])[cH:40][cH:39]1)[O:9][C:8]([CH3:14])([CH3:15])[CH2:7][CH:6]2[C:16](=[O:17])[O:18][CH3:19]. The reactants are Cc1ccccc1, N#Cc1cnccn1, O=S(=O)(Cl)Cl. The product is N#Cc1nccnc1Cl. As a reaction SMILES: [CH3:14][c:15]1[cH:16][cH:17][cH:18][cH:19][cH:20]1.[N:1]#[C:2][c:3]1[cH:4][n:5][cH:6][cH:7][n:8]1.[S:9]([Cl:10])(=[O:11])([Cl:12])=[O:13]>>[N:1]#[C:2][c:3]1[c:4]([Cl:12])[n:5][cH:6][cH:7][n:8]1. Starting materials: COC(C(=O)C1C=NCC=2CC(C=C3C=CN1C23)C(=O)OC(C)(C)C)=O ((6-(tert-butoxycarbonyl)-4,5-dihydro-6H-[1,4]diazepino[6,7,1-hi]indol-1-yl)oxoacetic acid methyl ester), FC1=CC=C2C(=CNC2=C1)CC(=O)N (6-fluoroindole-3-acetamide). Product: C(C)(C)(C)OC(=O)C1C=C2C=CN3C2=C(C1)CN=CC3C=3C(NC(C3C3=CNC1=CC(=CC=C31)F)=O)=O (3-(6-(tert-butoxycarbonyl)-4,5-dihydro-6H-[1,4]diazepino[6,7,1-hi]indol-1-yl)-4-(6-fluoro-1H-indol-3-yl)pyrrole-2,5-dione). RXN SMILES: CO[C:3](=[O:26])[C:4]([CH:6]1[N:17]2[C:18]3[C:14]([CH:15]=[CH:16]2)=[CH:13][CH:12]([C:19]([O:21][C:22]([CH3:25])([CH3:24])[CH3:23])=[O:20])[CH2:11][C:10]=3[CH2:9][N:8]=[CH:7]1)=O.[F:27][C:28]1[CH:36]=[C:35]2[C:31]([C:32]([CH2:37][C:38]([NH2:40])=[O:39])=[CH:33][NH:34]2)=[CH:30][CH:29]=1>>[C:22]([O:21][C:19]([CH:12]1[CH2:11][C:10]2[CH2:9][N:8]=[CH:7][CH:6]([C:4]3[C:3](=[O:26])[NH:40][C:38](=[O:39])[C:37]=3[C:32]3[C:31]4[C:35](=[CH:36][C:28]([F:27])=[CH:29][CH:30]=4)[NH:34][CH:33]=3)[N:17]3[C:18]=2[C:14]([CH:15]=[CH:16]3)=[CH:13]1)=[O:20])([CH3:24])([CH3:23])[CH3:25]. Procedure: Beginning with (6-(tert-butoxycarbonyl)-4,5-dihydro-6H-[1,4]diazepino[6,7,1-hi]indol-1-yl)oxoacetic acid methyl ester and 6-fluoroindole-3-acetamide, the title compound was prepared essentially as described in EXAMPLE 133.